This data is from the Open Reaction Database (ORD), a public repository of structured organic reaction records. The task is: describe an organic reaction: reactants, conditions, products, and yield The reactants are ClC=1N=C(C(=NC1)NC(OCC(C)C)=O)OC (Isobutyl N-(5-chloro-3-methoxypyrazin-2-yl)carbamate), [H-].[Na+] (sodium hydride), IC1=C(C=CC=C1)S(=O)(=O)Cl (2-iodobenzenesulphonyl chloride). Run in CN(C=O)C (N, N dimethylformamide). Conditions: temperature 0 celsius, time 1 hour. The product is ClC=1N=C(C(=NC1)N(S(=O)(=O)C1=C(C=CC=C1)I)C(=O)OCC(C)C)OC (N-(5-chloro-3-methoxypyrazin-2-yl)- N-(isobutoxycarbonyl)-2-iodobenzenesulphonamide). Isolated yield 39.0%. Reaction SMILES: [Cl:1][C:2]1[N:3]=[C:4]([O:16][CH3:17])[C:5]([NH:8][C:9](=[O:15])[O:10][CH2:11][CH:12]([CH3:14])[CH3:13])=[N:6][CH:7]=1.[H-].[Na+].[I:20][C:21]1[CH:26]=[CH:25][CH:24]=[CH:23][C:22]=1[S:27](Cl)(=[O:29])=[O:28]>CN(C)C=O>[Cl:1][C:2]1[N:3]=[C:4]([O:16][CH3:17])[C:5]([N:8]([C:9]([O:10][CH2:11][CH:12]([CH3:14])[CH3:13])=[O:15])[S:27]([C:22]2[CH:23]=[CH:24][CH:25]=[CH:26][C:21]=2[I:20])(=[O:29])=[O:28])=[N:6][CH:7]=1 |f:1.2|. Procedure details: Isobutyl N-(5-chloro-3-methoxypyrazin-2-yl)carbamate (3.34 g) was added to a stirred suspension of sodium hydride (60% dispersion in oil; 0.56 g) in dry N, N dimethylformamide (20 ml) at 0° C. The mixture was stirred at 0° C. for 1 hour and then a solution of 2-iodobenzenesulphonyl chloride (obtained as described in J Org Chem, 1977, 42, 3265) (4.68 g) was added. The mixture was stirred for 2 hours and then volatile material was removed by evaporation. The residue was dissolved in water (50 ml) ...